The task is: describe an organic reaction: reactants, conditions, products, and yield. This data is from the Open Reaction Database (ORD), a public repository of structured organic reaction records. Reactants: COC(=O)c1ccccc1N, Cc1ccc(S(=O)(=O)Cl)cc1, c1ccncc1. Product: COC(=O)c1ccccc1NS(=O)(=O)c1ccc(C)cc1. Reaction SMILES: [NH2:1][c:2]1[c:3]([C:4](=[O:5])[O:6][CH3:7])[cH:8][cH:9][cH:10][cH:11]1.[S:12](=[O:13])(=[O:14])([c:15]1[cH:16][cH:17][c:18]([CH3:19])[cH:20][cH:21]1)[Cl:22].[cH:23]1[cH:24][cH:25][n:26][cH:27][cH:28]1>>[NH:1]([c:2]1[c:3]([C:4](=[O:5])[O:6][CH3:7])[cH:8][cH:9][cH:10][cH:11]1)[S:12](=[O:13])(=[O:14])[c:15]1[cH:16][cH:17][c:18]([CH3:19])[cH:20][cH:21]1. Starting materials: 5(ii), COC([C@H]1N(CC(C1)=C)C(=O)OCC1=CC=CC=C1)=O ((S)-1-benzyloxycarbonyl-4-methylideneproline methyl ester), C(C1=CC=CC=C1)OC(=O)N1C(CC2=CC=CC=C12)C(=O)OC (methyl 1-benzyloxycarbonylindoline-2-carboxylate). Product: C=C1C[C@H]2CC(CCN2C1)=O ((8aS)-2-Methylidene-1,2,3,5,6,7,8,8a-octahydroindolizin-7-one). Yield: 61.0%. Reaction SMILES: CO[C:3](=O)[C@@H:4]1[CH2:8][C:7](=[CH2:9])[CH2:6][N:5]1[C:10](OCC1C=CC=CC=1)=O.[CH2:21]([O:28]C(N1C2C(=CC=CC=2)CC1C(OC)=O)=O)[C:22]1C=CC=CC=1>>[CH2:9]=[C:7]1[CH2:6][N:5]2[C@H:4]([CH2:3][C:21](=[O:28])[CH2:22][CH2:10]2)[CH2:8]1. Procedure: In a similar manner to the procedures described in Preparative Examples 5(i)′ and 5(ii) above, reduction, methanesulfonylation and cyanogenation were conducted, using (S)-1-benzyloxycarbonyl-4-methylideneproline methyl ester [obtained as described in Preparative Example 8(i)′ above], instead of methyl 1-benzyloxycarbonylindoline-2-carboxylate, to give the title compound as a colorless oil (yield: 61%). Starting materials: C(C1=CC=CC=C1)OC1=C(CC=2C(=NNC2C(F)(F)F)O[C@H]2[C@H](O)[C@@H](O)[C@H](O)[C@H](O2)CO)C=CC=C1 (4-(2-benzyloxybenzyl)-3-(β-D-glucopyranosyloxy)-5-trifluoromethyl-1H-pyrazole), BrCCOCC1=CC=CC=C1 ((2-bromoethoxymethyl)benzene), C([O-])([O-])=O.[Cs+].[Cs+] (cesium carbonate), O (water). Run in CN(C=O)C (N,N-dimethylformamide). Reaction conditions: temperature 80 celsius, time 1.5 hour. Product: C(C1=CC=CC=C1)OC1=C(CC=2C(=NN(C2C(F)(F)F)CCOCC2=CC=CC=C2)O[C@H]2[C@H](O)[C@@H](O)[C@H](O)[C@H](O2)CO)C=CC=C1 (4-(2-Benzyloxybenzyl)-1-(2-benzyloxyethyl)-3-(β-D-glucopyranosyloxy)-5-trifluoromethyl-1H-pyrazole). Yield: 40.6%. As a reaction SMILES: [CH2:1]([O:8][C:9]1[CH:36]=[CH:35][CH:34]=[CH:33][C:10]=1[CH2:11][C:12]1[C:13]([O:21][C@@H:22]2[O:30][C@H:29]([CH2:31][OH:32])[C@@H:27]([OH:28])[C@H:25]([OH:26])[C@H:23]2[OH:24])=[N:14][NH:15][C:16]=1[C:17]([F:20])([F:19])[F:18])[C:2]1[CH:7]=[CH:6][CH:5]=[CH:4][CH:3]=1.Br[CH2:38][CH2:39][O:40][CH2:41][C:42]1[CH:47]=[CH:46][CH:45]=[CH:44][CH:43]=1.C(=O)([O-])[O-].[Cs+].[Cs+].O>CN(C)C=O>[CH2:1]([O:8][C:9]1[CH:36]=[CH:35][CH:34]=[CH:33][C:10]=1[CH2:11][C:12]1[C:13]([O:21][C@@H:22]2[O:30][C@H:29]([CH2:31][OH:32])[C@@H:27]([OH:28])[C@H:25]([OH:26])[C@H:23]2[OH:24])=[N:14][N:15]([CH2:38][CH2:39][O:40][CH2:41][C:42]2[CH:47]=[CH:46][CH:45]=[CH:44][CH:43]=2)[C:16]=1[C:17]([F:18])([F:20])[F:19])[C:2]1[CH:3]=[CH:4][CH:5]=[CH:6][CH:7]=1 |f:2.3.4|. Procedure: To a solution of 4-(2-benzyloxybenzyl)-3-(β-D-glucopyranosyloxy)-5-trifluoromethyl-1H-pyrazole (300 mg) in N,N-dimethylformamide (3 mL) were added (2-bromoethoxymethyl)benzene (379 mg) and cesium carbonate (957 mg), and the mixture was stirred at 80° C. for 1.5 hours. The reaction mixture was poured into water, and the mixture was extracted with ethyl acetate. The organic layer was washed with water and dried over anhydrous magnesium sulfate. The solvent was removed under reduced pressure, and t... Starting materials: ClC=1C=C(C=CC1)NC1=NC=C(C2=C1C=CN2CC)C(=O)N2CCOCC2 (N-(3-Chlorophenyl)-1-ethyl-7-(4-morpholinylcarbonyl)-1H-pyrrolo[3,2-c]pyridin-4-amine), Cl (hydrochloric acid). Run in C(C)OCC (diethyl ether), C(C)OCC (diethyl ether). Yields the product Cl.ClC=1C=C(C=CC1)NC1=NC=C(C2=C1C=CN2CC)C(=O)N2CCOCC2 (N-(3-Chlorophenyl)-1-ethyl-7-(4-morpholinylcarbonyl)-1H-pyrrolo[3,2-c]pyridin-4-amine hydrochloride). Yield: 117.4%. As a reaction SMILES: [Cl:1][C:2]1[CH:3]=[C:4]([NH:8][C:9]2[C:14]3[CH:15]=[CH:16][N:17]([CH2:18][CH3:19])[C:13]=3[C:12]([C:20]([N:22]3[CH2:27][CH2:26][O:25][CH2:24][CH2:23]3)=[O:21])=[CH:11][N:10]=2)[CH:5]=[CH:6][CH:7]=1.Cl>C(OCC)C>[ClH:1].[Cl:1][C:2]1[CH:3]=[C:4]([NH:8][C:9]2[C:14]3[CH:15]=[CH:16][N:17]([CH2:18][CH3:19])[C:13]=3[C:12]([C:20]([N:22]3[CH2:23][CH2:24][O:25][CH2:26][CH2:27]3)=[O:21])=[CH:11][N:10]=2)[CH:5]=[CH:6][CH:7]=1 |f:3.4|. Procedure details: N-(3-Chlorophenyl)-1-ethyl-7-(4-morpholinylcarbonyl)-1H-pyrrolo[3,2-c]pyridin-4-amine (14 mg) was dissolved in diethyl ether (2 ml) and 2M hydrochloric acid solution in diethyl ether added to give a solid precipitate. The diethyl ether was decanted off and the solid dried by evaporation to afford the title compound as a white powder (9 mg).